From a dataset of the Open Reaction Database (ORD), a public repository of structured organic reaction records. describe an organic reaction: reactants, conditions, products, and yield Reactants: O (water), [H-].[Na+] (sodium hydride), OCC(O)CO (glycerol), CC(=CCCCOS(=O)(=O)C1=CC=C(C)C=C1)CCCC(CCCC(C)C)C ((5,9,13-trimethyltetradec-4-enyl)tosylate). Solvent: CN(C=O)C (N,N-dimethylformamide). Run at temperature 50 celsius, time 30 minute. The product is CC(=CCCCOCC(O)CO)CCCC(CCCC(C)C)C (mono-O-(5,9,13-trimethyltetradec-4-enyl)glycerol). Isolated yield 6.0%. RXN SMILES: [H-].[Na+].[OH:3][CH2:4][CH:5]([CH2:7][OH:8])[OH:6].[CH3:9][C:10]([CH2:26][CH2:27][CH2:28][CH:29]([CH3:36])[CH2:30][CH2:31][CH2:32][CH:33]([CH3:35])[CH3:34])=[CH:11][CH2:12][CH2:13][CH2:14]OS(C1C=CC(C)=CC=1)(=O)=O.O>CN(C)C=O>[CH3:9][C:10]([CH2:26][CH2:27][CH2:28][CH:29]([CH3:36])[CH2:30][CH2:31][CH2:32][CH:33]([CH3:35])[CH3:34])=[CH:11][CH2:12][CH2:13][CH2:14][O:3][CH2:4][CH:5]([CH2:7][OH:8])[OH:6] |f:0.1|. Procedure: 0.26 g (55%, 5.9 mmol) of sodium hydride was added to a solution of 0.54 g (5.9 mmol) of glycerol in dry N,N-dimethylformamide (6 mL) with cooling on ice. After the mixture was stirred for 30 min at 50° C., the above (5,9,13-trimethyltetradec-4-enyl)tosylate was added dropwise, with additional stirring for 18 hours at the same temperature. After addition of water at 0° C., the reaction mixture was extracted with ethyl acetate. The extract was washed with water, 1M hydrochloric acid, saturated so... Reactants: CC(=O)c1cc(OS(=O)(=O)C(F)(F)F)cc(OS(=O)(=O)C(F)(F)F)c1, O=C([O-])[O-], COCCOC, [Cs+], [Cs+]. Product: CC(=O)c1cc(O)cc(OS(=O)(=O)C(F)(F)F)c1. RXN SMILES: [C:1]([CH3:2])(=[O:3])[c:4]1[cH:5][c:6]([O:18][S:19]([C:20]([F:21])([F:22])[F:23])(=[O:24])=[O:25])[cH:7][c:8]([O:10][S:11](=[O:12])(=[O:13])[C:14]([F:15])([F:16])[F:17])[cH:9]1.[C:26](=[O:27])([O-:28])[O-:29].[CH3:32][O:33][CH2:34][CH2:35][O:36][CH3:37].[Cs+:30].[Cs+:31]>>[C:1]([CH3:2])(=[O:3])[c:4]1[cH:5][c:6]([OH:18])[cH:7][c:8]([O:10][S:11](=[O:12])(=[O:13])[C:14]([F:15])([F:16])[F:17])[cH:9]1. Reactants: ClC1=NC=C(C(=O)Cl)C=C1 (6-chloronicotinoyl chloride), C[Mg]I (methylmagnesium iodide), C(C)OCC (diethyl ether). Product: ClC1=CC=C(C=N1)C(C)(C)O (2-(6-chloropyridin-3-yl)propan-2-ol). Reaction SMILES: [Cl:1][C:2]1[CH:10]=[CH:9][C:5](C(Cl)=O)=[CH:4][N:3]=1.[CH3:11][Mg]I.C([O:16][CH2:17][CH3:18])C>>[Cl:1][C:2]1[N:3]=[CH:4][C:5]([C:17]([OH:16])([CH3:18])[CH3:11])=[CH:9][CH:10]=1. Reported procedure: A solution of 6-chloronicotinoyl chloride (38.037 g, 216 mmol, Eq: 1.00) in anhydrous diethyl ether (200 ml) was added dropwise to a stirred 3 M methylmagnesium iodide solution (158 ml, 475 mmol, Eq: 2.2) at room temperature. After the addition the reaction mixture was refluxed for 3 hours. Reaction was quenched by pouring it to a stirred mixture of ice/200 ml acetic acid; sodium bicarbonate was added until pH 8; extracted with diethyl ether; washed with brine; dried over sodium sulfate; filtere... The reactants are [Si](C)(C)(C(C)(C)C)Cl (tert-butyl-dimethylsilylchloride), N1C=NC=C1 (imidazole), OC1=CC=C(C=C1)S(=O)(=O)N (4-Hydroxyphenylsulfonamide). Reaction SMILES: [OH:1][C:2]1[CH:7]=[CH:6][C:5]([S:8]([NH2:11])(=[O:10])=[O:9])=[CH:4][CH:3]=1.[Si:12](Cl)([C:15]([CH3:18])([CH3:17])[CH3:16])([CH3:14])[CH3:13].N1C=CN=C1>CN(C=O)C.CCOC(C)=O>[Si:12]([O:1][C:2]1[CH:7]=[CH:6][C:5]([S:8]([NH2:11])(=[O:9])=[O:10])=[CH:4][CH:3]=1)([C:15]([CH3:18])([CH3:17])[CH3:16])([CH3:14])[CH3:13]. Procedure: 4-Hydroxyphenylsulfonamide (3.46 g, 20 mmol) is dissolved in DMF (40 mL) and treated with tert-butyl-dimethylsilylchloride (3.31 g, 22.0 mmol) and imidazole (1.50 g, 22.0 mmol) at room temperature. After 20 hr, the reaction mixture is diluted with EtOAc (100 mL) and washed with 1.0 N HCl (2×50 mL). The organic phase is dried (MgSO4), filtered, and concentrated to yield an oil. The crude oil is purified by Biotage column chromatography (40M SiO2 column, eluted at 75 mL/min with 1:1 hexanes:EtOAc)... Run at time 20 hour. Yields the product [Si](C)(C)(C(C)(C)C)OC1=CC=C(C=C1)S(=O)(=O)N (4-(tert-butyldimethylsilyloxy)phenylsulfonamide). The solvent is CCOC(=O)C (EtOAc), CN(C)C=O (DMF). Reactants: FC(C1=C(CBr)C=CC=C1)(F)F (2-(trifluoromethyl)benzyl bromide), [C-]#N.[Na+] (sodium cyanide). Solvent: C(C)O (ethanol), O (water). Product: FC(C1=C(C=CC=C1)CC#N)(F)F ([2-(trifluoromethyl)phenyl]acetonitrile). Yield: 93.0%. Reaction SMILES: [F:1][C:2]([F:12])([F:11])[C:3]1[CH:10]=[CH:9][CH:8]=[CH:7][C:4]=1[CH2:5]Br.[C-:13]#[N:14].[Na+]>C(O)C.O>[F:1][C:2]([F:12])([F:11])[C:3]1[CH:10]=[CH:9][CH:8]=[CH:7][C:4]=1[CH2:5][C:13]#[N:14] |f:1.2|. Reported procedure: To a solution of 2-(trifluoromethyl)benzyl bromide (1.50 g) in ethanol (15 mL) was added a solution of sodium cyanide (461 mg) in water (15 mL) at ambient temperature, and the mixture was heated for 3 hours under reflux . After evaporation of the organic solvent, the aqueous layer was extracted with ethyl acetate. The extract was washed with water and brine, dried over magnesium sulfate and evaporated in vacuo to give [2-(trifluoromethyl)phenyl]acetonitrile (1.08 g) as an oil. Reactants: C=C1CC(=O)O1 (diketene), CC1=C(N2[C@@H]([C@@H](C2=O)N)SC1)C(=O)O (7-aminodesacetoxycephalosporanic acid), CCCCNCCCC (n-dibutylamine), BrBr (bromine). The solvent is C(Cl)Cl (methylene chloride), C(Cl)Cl (methylene chloride). Conditions: time 30 minute. The product is BrCC(CC(=O)NC1[C@@H]2N(C(=C(CS2)C)C(=O)O)C1=O)=O (7-(4-bromo-3-oxobutyrylamino)-3-methyl-3-cephem-4-carboxylic acid). Isolated yield 49.1%. As a reaction SMILES: [CH2:1]=[C:2]1[O:6][C:4](=[O:5])[CH2:3]1.[Br:7]Br.[CH3:9][C:10]1[CH2:19][S:18][C@@H:13]2[C@H:14]([NH2:17])[C:15](=[O:16])[N:12]2[C:11]=1[C:20]([OH:22])=[O:21].CCCCNCCCC>C(Cl)Cl>[Br:7][CH2:6][C:2](=[O:1])[CH2:3][C:4]([NH:17][CH:14]1[C:15](=[O:16])[N:12]2[C:11]([C:20]([OH:22])=[O:21])=[C:10]([CH3:9])[CH2:19][S:18][C@H:13]12)=[O:5]. Procedure: A solution of 2.2 g of diketene in 5 ml of methylene chloride was cooled to -40° C. and 4.4 g of bromine were added dropwise. Separately, 4.28 g of 7-aminodesacetoxycephalosporanic acid and 8.0 g of n-dibutylamine were dissolved in 120 ml of methylene chloride and cooled. The above reaction mixture was added dropwise to this mixed solution. The temperature of the mixture was increased to room temperature over 30 minutes, after which the mixture was stirred for an additional 30 minutes. The solve... Reactants: ice, ClC1=CC(=C(C=C1)O)C=NOCCC (4-chloro-2-[(propoxyimino)methyl]phenol), ice water, C(C)(=O)[O-].[Na+] (sodium acetate). Run in C(C)(=O)OC(C)=O (acetic anhydride). The product is C(C)(=O)OC1=C(C=C(C=C1)Cl)C=NOCCC (4-chloro-2-[(propoxyimino)methy]phenyl acetate). Isolated yield 70.4%. Reaction SMILES: [Cl:1][C:2]1[CH:7]=[CH:6][C:5]([OH:8])=[C:4]([CH:9]=[N:10][O:11][CH2:12][CH2:13][CH3:14])[CH:3]=1.[C:15]([O-])(=[O:17])[CH3:16].[Na+]>C(OC(=O)C)(=O)C>[C:15]([O:8][C:5]1[CH:6]=[CH:7][C:2]([Cl:1])=[CH:3][C:4]=1[CH:9]=[N:10][O:11][CH2:12][CH2:13][CH3:14])(=[O:17])[CH3:16] |f:1.2|. Procedure details: To a stirred solution of 6.4 grams (0.03 mole) of 4-chloro-2-[(propoxyimino)methyl]phenol (prepared in the manner of Example 1) in 50 ml of acetic anhydride was added in one portion 2.5 grams (0.03 mole) of sodium acetate. The reaction mixture was heated at 90°-100° for two hours, cooled to ambient temperature, and poured into 200 ml of ice-water. The mixture was stirred until the ice melted. A colorless oil separated and was extracted with portions of methylene chloride. The combined extracts w...